Dataset: the Open Reaction Database (ORD), a public repository of structured organic reaction records. Task: describe an organic reaction: reactants, conditions, products, and yield Starting materials: COC(CC1N(C(=NC2=C(C=CC=C12)F)C1=CC=C(C=C1)Br)C1=C(C=CC(=C1)C(F)(F)F)OC)=O (Methyl{2-(4-bromophenyl)-8-fluoro-3-[2-methoxy-5-(trifluoromethyl)phenyl]-3,4-dihydroquinazolin-4-yl}acetate), FC=1C=C(C=CC1)B(O)O (3-fluorophenylboronic acid), C([O-])([O-])=O.[Na+].[Na+] (sodium carbonate). Reagents/catalysts: Cl[Pd]([P](C1=CC=CC=C1)(C2=CC=CC=C2)C3=CC=CC=C3)([P](C4=CC=CC=C4)(C5=CC=CC=C5)C6=CC=CC=C6)Cl (bis(triphenylphosphine)palladium(II) chloride). The solvent is COCCOC (1,2-dimethoxyethane), O (water). The product is COC(CC1N(C(=NC2=C(C=CC=C12)F)C1=CC=C(C=C1)C1=CC(=CC=C1)F)C1=C(C=CC(=C1)C(F)(F)F)OC)=O (Methyl{2-[4-(3-fluorophenyl)phenyl]-8-fluoro-3-[2-methoxy-5-(trifluoromethyl)phenyl]-3,4-dihydro-4-quinazolinyl}acetate). As a reaction SMILES: [CH3:1][O:2][C:3](=[O:35])[CH2:4][CH:5]1[C:14]2[C:9](=[C:10]([F:15])[CH:11]=[CH:12][CH:13]=2)[N:8]=[C:7]([C:16]2[CH:21]=[CH:20][C:19](Br)=[CH:18][CH:17]=2)[N:6]1[C:23]1[CH:28]=[C:27]([C:29]([F:32])([F:31])[F:30])[CH:26]=[CH:25][C:24]=1[O:33][CH3:34].[F:36][C:37]1[CH:38]=[C:39](B(O)O)[CH:40]=[CH:41][CH:42]=1.C(=O)([O-])[O-].[Na+].[Na+]>COCCOC.O.Cl[Pd](Cl)([P](C1C=CC=CC=1)(C1C=CC=CC=1)C1C=CC=CC=1)[P](C1C=CC=CC=1)(C1C=CC=CC=1)C1C=CC=CC=1>[CH3:1][O:2][C:3](=[O:35])[CH2:4][CH:5]1[C:14]2[C:9](=[C:10]([F:15])[CH:11]=[CH:12][CH:13]=2)[N:8]=[C:7]([C:16]2[CH:21]=[CH:20][C:19]([C:41]3[CH:40]=[CH:39][CH:38]=[C:37]([F:36])[CH:42]=3)=[CH:18][CH:17]=2)[N:6]1[C:23]1[CH:28]=[C:27]([C:29]([F:32])([F:31])[F:30])[CH:26]=[CH:25][C:24]=1[O:33][CH3:34] |f:2.3.4,^1:61,80|. Procedure: Starting from 100 mg (0.18 mmol) of the bromide from Example 11A, reaction by general method [D] with 30.5 mg (0.22 mmol) of 3-fluorophenylboronic acid, 6.37 mg (0.01 mmol) of bis(triphenylphosphine)palladium(II) chloride and 23.07 mg (0.22 mmol) of sodium carbonate in 10 ml of 1,2-dimethoxyethane and 0.1 ml of water results in 22.6 mg (22% of theory) of the target compound. Starting materials: C(=O)[O-].[NH4+] (ammonium formate), [N+](=O)([O-])C1=C(C(=O)NC=2C=CC3=C(N(C=N3)C(CC(=O)OCC)C3=CC=CC=C3)C2)C=CC=C1 (ethyl 3-{6-[(2-nitrobenzoyl)amino]-1H-benzimidazol-1-yl}-3-phenylpropanoate). Reagents/catalysts: [Pd] (palladium on carbon). Solvent: C(C)O (ethanol), O (water). Run at time 72 hour. The product is title compounds, [N+](=O)([O-])C1=C(C(=O)NC=2C=CC3=C(N(C=N3)C(CC(=O)O)C3=CC=CC=C3)C2)C=CC=C1 (3-{6-[(2-nitrobenzoyl)amino]-1H-benzimidazol-1-yl}-3-phenylpropanoic acid), NC1=C(C(=O)NC=2C=CC3=C(N(C=N3)C(CC(=O)O)C3=CC=CC=C3)C2)C=CC=C1 (3-{6-[(2-aminobenzoyl)amino]-1H-benzimidazol-1-yl}-3-phenylpropanoic acid). Reaction SMILES: [N+:1]([C:4]1[CH:34]=[CH:33][CH:32]=[CH:31][C:5]=1[C:6]([NH:8][C:9]1[CH:10]=[CH:11][C:12]2[N:16]=[CH:15][N:14]([CH:17]([C:24]3[CH:29]=[CH:28][CH:27]=[CH:26][CH:25]=3)[CH2:18][C:19]([O:21]CC)=[O:20])[C:13]=2[CH:30]=1)=[O:7])([O-:3])=[O:2].C([O-])=O.[NH4+]>C(O)C.O.[Pd]>[N+:1]([C:4]1[CH:34]=[CH:33][CH:32]=[CH:31][C:5]=1[C:6]([NH:8][C:9]1[CH:10]=[CH:11][C:12]2[N:16]=[CH:15][N:14]([CH:17]([C:24]3[CH:25]=[CH:26][CH:27]=[CH:28][CH:29]=3)[CH2:18][C:19]([OH:21])=[O:20])[C:13]=2[CH:30]=1)=[O:7])([O-:3])=[O:2].[NH2:1][C:4]1[CH:34]=[CH:33][CH:32]=[CH:31][C:5]=1[C:6]([NH:8][C:9]1[CH:10]=[CH:11][C:12]2[N:16]=[CH:15][N:14]([CH:17]([C:24]3[CH:25]=[CH:26][CH:27]=[CH:28][CH:29]=3)[CH2:18][C:19]([OH:21])=[O:20])[C:13]=2[CH:30]=1)=[O:7] |f:1.2|. Reported procedure: To a solution of ethyl 3-{6-[(2-nitrobenzoyl)amino]-1H-benzimidazol-1-yl}-3-phenylpropanoate (24 mg, 52 μmol) in a mixture of ethanol and water (5:1, 6 mL), was added palladium on carbon (50 mg, 10% w/w Pd) and ammonium formate (17 mg, 270 μmol). The suspension was heated to reflux for 2 hours, cooled to room temperature, filtered through a pad of Celite® and the filtrate was evaporated in vacuo. The residue was taken up in hydrochloric acid (20 mL of a 5N solution) was stirred at room temperatu... As a reaction SMILES: [CH3:27][c:28]1[cH:29][cH:30][cH:31][cH:32][cH:33]1.[Na+:2].[OH-:1].[OH:3][C:4]1=[C:5]([C:23]([CH2:24][CH3:25])=[O:26])[C:6](=[O:22])[CH2:7][CH:8]([c:10]2[c:11]([CH3:21])[c:12]([CH2:18][C:19]#[N:20])[c:13]([CH3:17])[cH:14][c:15]2[CH3:16])[CH2:9]1>>[O:1]=[C:19]([CH2:18][c:12]1[c:11]([CH3:21])[c:10]([CH:8]2[CH2:7][C:6](=[O:22])[C:5]([C:23]([CH2:24][CH3:25])=[O:26])=[C:4]([OH:3])[CH2:9]2)[c:15]([CH3:16])[cH:14][c:13]1[CH3:17])[NH2:20]. Product: CCC(=O)C1=C(O)CC(c2c(C)cc(C)c(CC(N)=O)c2C)CC1=O. Starting materials: Cc1ccccc1, [Na+], [OH-], CCC(=O)C1=C(O)CC(c2c(C)cc(C)c(CC#N)c2C)CC1=O. Reactants: O1C2C1CCCCCCC=CCCCCCC2 (1,2-epoxy-cyclohexadec-9-ene), N,N'-dimethyl ethylene urea, [I-].[Na+] (sodium iodide). RXN SMILES: [O:1]1[CH:3]2[CH2:4][CH2:5][CH2:6][CH2:7][CH2:8][CH2:9][CH:10]=[CH:11][CH2:12][CH2:13][CH2:14][CH2:15][CH2:16][CH2:17][CH:2]12.[I-].[Na+]>>[C:2]1(=[O:1])[CH2:17][CH2:16][CH2:15][CH2:14][CH2:13][CH2:12][CH2:11][CH:10]=[CH:9][CH2:8][CH2:7][CH2:6][CH2:5][CH2:4][CH2:3]1 |f:1.2|. Procedure: 11.8 g of 1,2-epoxy-cyclohexadec-9-ene, 5 ml of N,N'-dimethyl ethylene urea and 0.5 g of sodium iodide were stirred at 200° C. for 6 hours. The result was 81% yield of cyclohexadec-8-en-1-one. Yields the product C1(CCCCCCC=CCCCCCCC1)=O (cyclohexadec-8-en-1-one). The yield is 81.0%. The reactants are ClC(C=1C=C(C(=O)Cl)C=C(C1)C(Cl)(Cl)Cl)(Cl)Cl (3,5-bis-(trichloromethyl)-benzoyl chloride), CN(CC1=CC=CC=C1)C (dimethylbenzylamine), C#N (hydrogen cyanide), [C-]#N.[K+] (potassium cyanide). Run in C(Cl)Cl (methylene chloride), C(Cl)Cl (methylene chloride), O (water). Product: ClC(C=1C=C(C(=O)C#N)C=C(C1)C(Cl)(Cl)Cl)(Cl)Cl (3,5-bis-(trichloromethyl)-benzoyl cyanide). As a reaction SMILES: [Cl:1][C:2]([Cl:17])([Cl:16])[C:3]1[CH:4]=[C:5]([CH:9]=[C:10]([C:12]([Cl:15])([Cl:14])[Cl:13])[CH:11]=1)[C:6](Cl)=[O:7].[CH3:18][N:19](C)CC1C=CC=CC=1.C#N.[C-]#N.[K+]>C(Cl)Cl.O>[Cl:1][C:2]([Cl:17])([Cl:16])[C:3]1[CH:4]=[C:5]([CH:9]=[C:10]([C:12]([Cl:15])([Cl:14])[Cl:13])[CH:11]=1)[C:6]([C:18]#[N:19])=[O:7] |f:3.4|. Procedure details: 78 g of 3,5-bis-(trichloromethyl)-benzoyl chloride and 0.4 g of dimethylbenzylamine are dissolved in 500 ml of methylene chloride and, at -15° C., first a solution of 10 ml of hydrogen cyanide in 50 ml of methylene chloride and then a solution of 12.4 g of potassium cyanide in 20 ml of water are added dropwise. After 11/2 hours, the mixture is dried by means of sodium sulfate stirred in, the inorganic salts are filtered off with suction and the solvent is stripped off in vacuo. On addition of et... Reactants: BrCc1nc2ccccc2s1, O=C([O-])[O-], [Cs+], [Cs+], CCc1nc2c(N)nc3cc(O)ccc3c2s1, CN(C)C=O. The product is CCc1nc2c(N)nc3cc(OCc4nc5ccccc5s4)ccc3c2s1. RXN SMILES: [Br:24][CH2:25][c:26]1[s:27][c:28]2[c:29]([n:30]1)[cH:31][cH:32][cH:33][cH:34]2.[C:18](=[O:19])([O-:20])[O-:21].[Cs+:22].[Cs+:23].[NH2:1][c:2]1[n:3][c:4]2[cH:5][c:6]([OH:17])[cH:7][cH:8][c:9]2[c:10]2[c:11]1[n:12][c:13]([CH2:15][CH3:16])[s:14]2.[O:35]=[CH:36][N:37]([CH3:38])[CH3:39]>>[NH2:1][c:2]1[n:3][c:4]2[cH:5][c:6]([O:17][CH2:25][c:26]3[s:27][c:28]4[c:29]([n:30]3)[cH:31][cH:32][cH:33][cH:34]4)[cH:7][cH:8][c:9]2[c:10]2[c:11]1[n:12][c:13]([CH2:15][CH3:16])[s:14]2.